From a dataset of the Open Reaction Database (ORD), a public repository of structured organic reaction records. describe an organic reaction: reactants, conditions, products, and yield Reactants: C(C=C)OCCC1=CC=C(C=C1)OCC1=CC=CC=C1 (1-(2-Allyloxyethyl)-4-benzyloxy benzene), [Cl-].[NH4+] (ammonium chloride), ICI (diiodomethane). Run in CCCCCC (hexane), C(C)[Zn]CC (diethyl zinc). Conditions: temperature 0 celsius, time 6 hour. Product: C(C1=CC=CC=C1)OC1=CC=C(C=C1)CCOCC1CC1 (1-benzyloxy-4-(2-cyclopropylmethoxy-ethyl)-benzene). RXN SMILES: [CH2:1]([O:4][CH2:5][CH2:6][C:7]1[CH:12]=[CH:11][C:10]([O:13][CH2:14][C:15]2[CH:20]=[CH:19][CH:18]=[CH:17][CH:16]=2)=[CH:9][CH:8]=1)[CH:2]=[CH2:3].I[CH2:22]I.[Cl-].[NH4+]>CCCCCC.C([Zn]CC)C>[CH2:14]([O:13][C:10]1[CH:11]=[CH:12][C:7]([CH2:6][CH2:5][O:4][CH2:1][CH:2]2[CH2:22][CH2:3]2)=[CH:8][CH:9]=1)[C:15]1[CH:20]=[CH:19][CH:18]=[CH:17][CH:16]=1 |f:2.3|. Procedure: To a stirred solution of compound of formula (7), (12 g, 0.0447 mol) in dry hexane (50 ml), diethyl zinc (1.1 M solution in hexane, 185 ml) was added at 0° C. under nitrogen atmosphere followed by diiodomethane (18 ml, 0.224 mol). The reaction was stirred for 6 h at 0° C. and poured over cold aqueous solution of ammonium chloride. The organic layer was separated and the aqueous layer extracted repeatedly with diethyl ether. The combined organic layer was washed with aq. solution of sodium thiosu... Starting materials: CCOC(=O)N1CCC(Oc2ccc(OC(F)(F)F)cc2)CC1, CC(C)CO, [K+], O=C=O, [OH-]. Yields the product FC(F)(F)Oc1ccc(OC2CCNCC2)cc1. RXN SMILES: [CH2:3]([O:4][C:5](=[O:6])[N:8]1[CH2:9][CH2:10][CH:11]([O:14][c:15]2[cH:16][cH:17][c:18]([O:21][C:22]([F:23])([F:24])[F:25])[cH:19][cH:20]2)[CH2:12][CH2:13]1)[CH3:7].[CH3:29][CH:30]([CH2:31][OH:32])[CH3:33].[K+:2].[O:26]=[C:27]=[O:28].[OH-:1]>>[NH:8]1[CH2:9][CH2:10][CH:11]([O:14][c:15]2[cH:16][cH:17][c:18]([O:21][C:22]([F:23])([F:24])[F:25])[cH:19][cH:20]2)[CH2:12][CH2:13]1. Starting materials: CN(C)CCN(C)S(=O)(=O)c1ccc(Cl)c([N+](=O)[O-])c1, CN(C)C=O, O=[N+]([O-])c1ccc(O)cc1. The product is CN(C)CCN(C)S(=O)(=O)c1ccc(Oc2ccc([N+](=O)[O-])cc2)c([N+](=O)[O-])c1. As a reaction SMILES: [CH3:1][N:2]([CH2:3][CH2:4][N:5]([S:6](=[O:7])(=[O:8])[c:9]1[cH:10][c:11]([N+:16](=[O:17])[O-:18])[c:12]([Cl:15])[cH:13][cH:14]1)[CH3:19])[CH3:20].[CH3:31][N:32]([CH3:33])[CH:34]=[O:35].[N+:21](=[O:22])([O-:23])[c:24]1[cH:25][cH:26][c:27]([OH:30])[cH:28][cH:29]1>>[CH3:1][N:2]([CH2:3][CH2:4][N:5]([S:6](=[O:7])(=[O:8])[c:9]1[cH:10][c:11]([N+:16](=[O:17])[O-:18])[c:12]([O:30][c:27]2[cH:26][cH:25][c:24]([N+:21](=[O:22])[O-:23])[cH:29][cH:28]2)[cH:13][cH:14]1)[CH3:19])[CH3:20]. The reactants are C(CCCCCCCCCCCCCCCCC)NCCCCCCCCCCCCCCCCCC (dioctadecylamine), C(C)(C)N(C(C)C)CC (N,N-diisopropylethylamine), ClS(=O)(=O)C=1C=C(C(=O)Cl)C=CC1 (3-chlorosulfonylbenzoyl chloride). The solvent is C1CCOC1 (THF), C1CCOC1 (THF). Yields the product C(CCCCCCCCCCCCCCCCC)N(C(C1=CC(=CC=C1)S(=O)(=O)Cl)=O)CCCCCCCCCCCCCCCCCC (N,N-Dioctadecyl-3-chlorosulfonylbenzamide). Reaction SMILES: [Cl:1][S:2]([C:5]1[CH:6]=[C:7]([CH:11]=[CH:12][CH:13]=1)[C:8](Cl)=[O:9])(=[O:4])=[O:3].[CH2:14]([NH:32][CH2:33][CH2:34][CH2:35][CH2:36][CH2:37][CH2:38][CH2:39][CH2:40][CH2:41][CH2:42][CH2:43][CH2:44][CH2:45][CH2:46][CH2:47][CH2:48][CH2:49][CH3:50])[CH2:15][CH2:16][CH2:17][CH2:18][CH2:19][CH2:20][CH2:21][CH2:22][CH2:23][CH2:24][CH2:25][CH2:26][CH2:27][CH2:28][CH2:29][CH2:30][CH3:31].C(N(CC)C(C)C)(C)C>C1COCC1>[CH2:33]([N:32]([CH2:14][CH2:15][CH2:16][CH2:17][CH2:18][CH2:19][CH2:20][CH2:21][CH2:22][CH2:23][CH2:24][CH2:25][CH2:26][CH2:27][CH2:28][CH2:29][CH2:30][CH3:31])[C:8](=[O:9])[C:7]1[CH:11]=[CH:12][CH:13]=[C:5]([S:2]([Cl:1])(=[O:4])=[O:3])[CH:6]=1)[CH2:34][CH2:35][CH2:36][CH2:37][CH2:38][CH2:39][CH2:40][CH2:41][CH2:42][CH2:43][CH2:44][CH2:45][CH2:46][CH2:47][CH2:48][CH2:49][CH3:50]. Reported procedure: To a stirred solution of 3-chlorosulfonylbenzoyl chloride (25.0 g, 1.1406 mol) in 250 ml of THF at 0° C. was added in one portion a cold suspension of dioctadecylamine (59.3 g, 0.1137 mol) and N,N-diisopropylethylamine (13.5 g, 0.1406 mol) in 500 ml of THF. The addition was exothermic to ≃10° C. The reaction was stirred without cooling overnight. The white insolubles were filtered and the filtrate poured into dilute hydrochloric acid. The aqueous mixture was extracted with ethyl acetate and the ... Starting materials: BrC(Br)(Br)Br, ClCCl, OCc1cn(C(c2ccccc2)(c2ccccc2)c2ccccc2)nc1C(F)(F)F, c1ccc(P(c2ccccc2)c2ccccc2)cc1. The product is FC(F)(F)c1nn(C(c2ccccc2)(c2ccccc2)c2ccccc2)cc1CBr. Reaction SMILES: [C:50]([Br:51])([Br:52])([Br:53])[Br:54].[Cl:55][CH2:56][Cl:57].[F:20][C:21]([c:22]1[n:23][n:24]([C:29]([c:30]2[cH:31][cH:32][cH:33][cH:34][cH:35]2)([c:36]2[cH:37][cH:38][cH:39][cH:40][cH:41]2)[c:42]2[cH:43][cH:44][cH:45][cH:46][cH:47]2)[cH:25][c:26]1[CH2:27][OH:28])([F:48])[F:49].[c:1]1([P:2]([c:3]2[cH:4][cH:5][cH:6][cH:7][cH:8]2)[c:9]2[cH:10][cH:11][cH:12][cH:13][cH:14]2)[cH:15][cH:16][cH:17][cH:18][cH:19]1>>[F:20][C:21]([c:22]1[n:23][n:24]([C:29]([c:30]2[cH:31][cH:32][cH:33][cH:34][cH:35]2)([c:36]2[cH:37][cH:38][cH:39][cH:40][cH:41]2)[c:42]2[cH:43][cH:44][cH:45][cH:46][cH:47]2)[cH:25][c:26]1[CH2:27][Br:51])([F:48])[F:49]. The reactants are ClC1=NC(=C2NC=NC2=N1)Cl (2,6-dichloropurine), CC1N(C2=CC=CC=C2C1)C (dimethylindoline). The solvent is C(CCC)O (butanol). Reaction conditions: temperature 100 celsius. Product: CC=1N(C2=CC=CC=C2C1)C1=C2N=CNC2=NC(=N1)Cl (6-(2-methyl-1H-indol-1-yl)-2-chloro-9H-purine). As a reaction SMILES: [Cl:1][C:2]1[N:10]=[C:9]2[C:5]([NH:6][CH:7]=[N:8]2)=[C:4](Cl)[N:3]=1.[CH3:12][CH:13]1[CH2:21][C:20]2[C:15](=[CH:16][CH:17]=[CH:18][CH:19]=2)[N:14]1C>C(O)CCC>[CH3:12][C:13]1[N:14]([C:4]2[N:3]=[C:2]([Cl:1])[N:10]=[C:9]3[C:5]=2[N:6]=[CH:7][NH:8]3)[C:15]2[C:20]([CH:21]=1)=[CH:19][CH:18]=[CH:17][CH:16]=2. Procedure details: The same procedure as in stage 1 of Example 1 is carried out, mixing 378 mg of 2,6-dichloropurine, 10 ml of butanol and 0.32 of dimethylindoline. The mixture is heated at 100° C. for approximately 5 hours and allowed to return to ambient temperature. Partial drying and washing with isopropanol are carried out. The product is dried and 423 mg of expected product are thus obtained.